Dataset: the Open Reaction Database (ORD), a public repository of structured organic reaction records. Task: describe an organic reaction: reactants, conditions, products, and yield Starting materials: BrCCCC1=CC=CC=C1 (1-bromo-3-phenylpropane), C1(=CC=CC=C1)CCC[Mg]Br (3-phenylpropyl magnesium bromide), [Mg] (magnesium), II (iodine), solution, O1C=C(C=C1)C=O (3-furaldehyde), S(O)(O)(=O)=O (sulfuric acid). The reagents and catalysts are ice. Run in C(C)OCC (ethyl ether), C(C)OCC (ethyl ether). Reaction conditions: time 20 minute. The product is OC(CCCC1=CC=CC=C1)C1=COC=C1 (3-(1-Hydroxy-4-phenylbutyl)furan). RXN SMILES: [C:1]1([CH2:7][CH2:8][CH2:9][Mg]Br)[CH:6]=[CH:5][CH:4]=[CH:3][CH:2]=1.BrCCCC1C=CC=CC=1.[Mg].II.[O:25]1[CH:29]=[CH:28][C:27]([CH:30]=[O:31])=[CH:26]1.S(=O)(=O)(O)O>C(OCC)C>[OH:31][CH:30]([C:27]1[CH:28]=[CH:29][O:25][CH:26]=1)[CH2:9][CH2:8][CH2:7][C:1]1[CH:6]=[CH:5][CH:4]=[CH:3][CH:2]=1. Reported procedure: To a stirred solution of 3-phenylpropyl magnesium bromide (4.5 ml of a 2.73M solution in ethyl ether, 12.3 mmol, generated from 1-bromo-3-phenylpropane and magnesium and initiated with iodine) at 0° under argon, was added dropwise 3-furaldehyde (1.08 g., 11.2 mmol) in 5 ml ethyl ether. This solution was allowed to warm to room temperature, stirred for 20 minutes, and then poured over crushed ice containing several drops of concentrated sulfuric acid. The resulting mixture was partitioned between... Starting materials: OC(CCCN(S(=O)(=O)C)CC=1C=C(C=CC(=O)O)C=CC1)CCCCC (m-[N-(4-Hydroxynonyl)methanesulfonamidomethyl]-cinnamic acid). The solvent is C(C)O (ethanol). The reagents and catalysts are [Pd] (Pd on charcoal). RXN SMILES: [OH:1][CH:2]([CH2:23][CH2:24][CH2:25][CH2:26][CH3:27])[CH2:3][CH2:4][CH2:5][N:6]([CH2:11][C:12]1[CH:13]=[C:14]([CH:20]=[CH:21][CH:22]=1)[CH:15]=[CH:16][C:17]([OH:19])=[O:18])[S:7]([CH3:10])(=[O:9])=[O:8]>C(O)C.[Pd]>[OH:1][CH:2]([CH2:23][CH2:24][CH2:25][CH2:26][CH3:27])[CH2:3][CH2:4][CH2:5][N:6]([CH2:11][C:12]1[CH:13]=[C:14]([CH:20]=[CH:21][CH:22]=1)[CH2:15][CH2:16][C:17]([OH:19])=[O:18])[S:7]([CH3:10])(=[O:8])=[O:9]. Yields the product OC(CCCN(S(=O)(=O)C)CC=1C=C(CCC(=O)O)C=CC1)CCCCC (m-[N-(4-Hydroxynonyl)methanesulfonamidomethyl]hydrocinnamic Acid). Procedure: m-[N-(4-Hydroxynonyl)methanesulfonamidomethyl]-cinnamic acid (3.0 g., 0.075 mole) dissolved in ethanol (80 ml.) is hydrogenated over 0.8 g. of a 5% Pd on charcoal catalyst at one atmosphere of pressure and room temperature. After the theoretical amount of hydrogen is absorbed, the catalyst is removed by filtration. The ethanol is evaporated and the residual solid is purified by crystallization to afford the pure title compound. Reactants: [OH-].[Na+] (sodium hydroxide), NC=1C=C2C(N(C(NC2=CC1)=O)CCCCN1CCC(=CC1)C1=CC=CC=C1)=O (6-amino-3-[4-(4-phenyl-1,2,3,6-tetrahydropyridin-1-yl)butyl]-1,2,3,4-tetrahydroquinazoline-2,4-dione), CS(=O)(=O)Cl (methanesulfonyl chloride), C([O-])([O-])=O.[K+].[K+] (potassium carbonate). Run in CN(C=O)C (N,N-dimethylformamide), O (water). Conditions: time 1 hour. Yields the product C1(=CC=CC=C1)C=1CCN(CC1)CCCCN1C(NC2=CC=C(C=C2C1=O)NS(=O)(=O)C)=O (3-[4-(4-phenyl-1,2,3,6-tetrahydropyridin-1-yl)butyl]-6-methylsulfonylamino-1,2,3,4-tetrahydroquinazoline-2,4-dione). Yield: 62.4%. As a reaction SMILES: [NH2:1][C:2]1[CH:3]=[C:4]2[C:9](=[CH:10][CH:11]=1)[NH:8][C:7](=[O:12])[N:6]([CH2:13][CH2:14][CH2:15][CH2:16][N:17]1[CH2:22][CH:21]=[C:20]([C:23]3[CH:28]=[CH:27][CH:26]=[CH:25][CH:24]=3)[CH2:19][CH2:18]1)[C:5]2=[O:29].[CH3:30][S:31](Cl)(=[O:33])=[O:32].C(=O)([O-])[O-].[K+].[K+].[OH-].[Na+]>O.CN(C)C=O>[C:23]1([C:20]2[CH2:21][CH2:22][N:17]([CH2:16][CH2:15][CH2:14][CH2:13][N:6]3[C:5](=[O:29])[C:4]4[C:9](=[CH:10][CH:11]=[C:2]([NH:1][S:31]([CH3:30])(=[O:33])=[O:32])[CH:3]=4)[NH:8][C:7]3=[O:12])[CH2:18][CH:19]=2)[CH:24]=[CH:25][CH:26]=[CH:27][CH:28]=1 |f:2.3.4,5.6|. Procedure details: A mixture of 6-amino-3-[4-(4-phenyl-1,2,3,6-tetrahydropyridin-1-yl)butyl]-1,2,3,4-tetrahydroquinazoline-2,4-dione (390 mg), methanesulfonyl chloride (229 mg), potassium carbonate (276 mg) and dry N,N-dimethylformamide (10 ml) was stirred for 1 hour at room temperature. The mixture was poured into water, neutralized with 1N sodium hydroxide and extracted with ethyl acetate, and the extract was washed with brine. The organic layer was dried and evaporated. The crude residue was chromatographed on ...